The task is: describe an organic reaction: reactants, conditions, products, and yield. This data is from the Open Reaction Database (ORD), a public repository of structured organic reaction records. Reactants: CCCNC1CCc2ccc(Br)cc2C1, CC(=O)O[BH-](OC(C)=O)OC(C)=O, CS(=O)(=O)N1CCC(C=O)CC1, CC(Cl)Cl, [Na+]. Product: CCCN(CC1CCN(S(C)(=O)=O)CC1)C1CCc2ccc(Br)cc2C1. Reaction SMILES: [Br:1][c:2]1[cH:3][cH:4][c:5]2[c:10]([cH:11]1)[CH2:9][CH:8]([NH:12][CH2:13][CH2:14][CH3:15])[CH2:7][CH2:6]2.[C:28]([O:29][BH-:30]([O:31][C:32](=[O:33])[CH3:34])[O:35][C:36](=[O:37])[CH3:38])(=[O:39])[CH3:40].[CH3:16][S:17](=[O:18])(=[O:19])[N:20]1[CH2:21][CH2:22][CH:23]([CH:26]=[O:27])[CH2:24][CH2:25]1.[Cl:42][CH:43]([Cl:44])[CH3:45].[Na+:41]>>[Br:1][c:2]1[cH:3][cH:4][c:5]2[c:10]([cH:11]1)[CH2:9][CH:8]([N:12]([CH2:13][CH2:14][CH3:15])[CH2:26][CH:23]1[CH2:22][CH2:21][N:20]([S:17]([CH3:16])(=[O:18])=[O:19])[CH2:25][CH2:24]1)[CH2:7][CH2:6]2. The reactants are CCC1(C)CN(Cc2ccccc2)CCC1O, CO, [H][H], [OH-], [OH-], [Pd+2]. Product: CCC1(C)CNCCC1O. RXN SMILES: [CH2:1]([c:2]1[cH:3][cH:4][cH:5][cH:6][cH:7]1)[N:8]1[CH2:9][C:10]([CH3:15])([CH2:16][CH3:17])[CH:11]([OH:14])[CH2:12][CH2:13]1.[CH3:18][OH:19].[H:20][H:21].[OH-:22].[OH-:24].[Pd+2:23]>>[NH:8]1[CH2:9][C:10]([CH3:15])([CH2:16][CH3:17])[CH:11]([OH:14])[CH2:12][CH2:13]1. Starting materials: NC(=O)C1=C(SC(=C1)C1=C(C=C(C=C1F)C(C)(C)O)F)NC1=CC=C(C(=N1)C)COC1CN(C1)C(=O)OC(C)(C)C (tert-Butyl 3-{[6-({3-(aminocarbonyl)-5-[2,6-difluoro-4-(1-hydroxy-1-methylethyl)phenyl]-2-thienyl}amino)-2-methylpyridin-3-yl]methoxy}azetidine-1-carboxylate), Cl (hydrochloric acid), [OH-].[Na+] (sodium hydroxide). Run in C(C)#N (acetonitrile). Reaction conditions: temperature 50 celsius. The product is N1CC(C1)OCC=1C=CC(=NC1C)NC=1SC(=CC1C(=O)N)C1=C(C=C(C=C1F)C(C)(C)O)F (2-({5-[(Azetidin-3-yloxy)methyl]-6-methylpyridin-2-yl}amino)-5-[2,6-difluoro-4-(1-hydroxy-1-methylethyl)phenyl]thiophene-3-carboxamide). As a reaction SMILES: [NH2:1][C:2]([C:4]1[CH:8]=[C:7]([C:9]2[C:14]([F:15])=[CH:13][C:12]([C:16]([OH:19])([CH3:18])[CH3:17])=[CH:11][C:10]=2[F:20])[S:6][C:5]=1[NH:21][C:22]1[N:27]=[C:26]([CH3:28])[C:25]([CH2:29][O:30][CH:31]2[CH2:34][N:33](C(OC(C)(C)C)=O)[CH2:32]2)=[CH:24][CH:23]=1)=[O:3].Cl.[OH-].[Na+]>C(#N)C>[NH:33]1[CH2:32][CH:31]([O:30][CH2:29][C:25]2[CH:24]=[CH:23][C:22]([NH:21][C:5]3[S:6][C:7]([C:9]4[C:10]([F:20])=[CH:11][C:12]([C:16]([OH:19])([CH3:18])[CH3:17])=[CH:13][C:14]=4[F:15])=[CH:8][C:4]=3[C:2]([NH2:1])=[O:3])=[N:27][C:26]=2[CH3:28])[CH2:34]1 |f:2.3|. Procedure: tert-Butyl 3-{[6-({3-(aminocarbonyl)-5-[2,6-difluoro-4-(1-hydroxy-1-methylethyl)phenyl]-2-thienyl}amino)-2-methylpyridin-3-yl]methoxy}azetidine-1-carboxylate (146 mg, 0.248 mmol) was suspended in acetonitrile (4 mL). Aqueous hydrochloric acid (3.7 mL of 1N, 3.7 mmol) was added, and the reaction was allowed to react at room temperature overnight. It was then heated to 50° C. for 5 hours. The mixture was cooled to room temperature, neutralized with 1 N aqueous sodium hydroxide and extracted with e... The reactants are BrC1=CC=C(C=C1)[C@H](C)N1C(N[C@](CC1)(C1=CC=CC=C1)CC1(OC1)C)=O ((4S)-1-((S)-1-(4-bromophenyl)ethyl)-4-((2-methyloxiran-2-yl)methyl)-4-phenyltetrahydropyrimidin-2(1H)-one), [Li+].[B-](CC)(CC)CC (Super Hydride), OO (hydrogen peroxide). Run in O1CCCC1 (tetrahydrofuran), O (water), C(C)(C)(C)OC (methyl tert-butyl ether). Conditions: temperature 2.5 celsius, time 2 hour. Yields the product BrC1=CC=C(C=C1)[C@H](C)N1C(N[C@](CC1)(C1=CC=CC=C1)CC(C)(C)O)=O ((S)-1-((S)-1-(4-bromophenyl)ethyl)-4-(2-hydroxy-2-methylpropyl)-4-phenyltetrahydropyrimidin-2(1H)-one). The yield is 81.6%. RXN SMILES: [Br:1][C:2]1[CH:7]=[CH:6][C:5]([C@@H:8]([N:10]2[CH2:15][CH2:14][C@:13]([CH2:22][C:23]3([CH3:26])[CH2:25][O:24]3)([C:16]3[CH:21]=[CH:20][CH:19]=[CH:18][CH:17]=3)[NH:12][C:11]2=[O:27])[CH3:9])=[CH:4][CH:3]=1.[Li+].[B-](CC)(CC)CC.OO>O1CCCC1.O.C(OC)(C)(C)C>[Br:1][C:2]1[CH:7]=[CH:6][C:5]([C@@H:8]([N:10]2[CH2:15][CH2:14][C@:13]([CH2:22][C:23]([OH:24])([CH3:25])[CH3:26])([C:16]3[CH:17]=[CH:18][CH:19]=[CH:20][CH:21]=3)[NH:12][C:11]2=[O:27])[CH3:9])=[CH:4][CH:3]=1 |f:1.2,^1:28|. Procedure details: To a solution of (4S)-1-((S)-1-(4-bromophenyl)ethyl)-4-((2-methyloxiran-2-yl)methyl)-4-phenyltetrahydropyrimidin-2(1H)-one (0.61 g, 1.42 mmol) in anhydrous tetrahydrofuran (5 mL) was added to Super Hydride (2.56 mL, 2.56 mmol) at 0-5° C. The addition is exothermic and addition was controlled to maintain Tint=<8° C. The mixture was stirred for 2 h at 0-5° C. and allowed to warm to 10-15 0° C. over 3 h. A solution of hydrogen peroxide (5 mL of a 30 wt % aqueous solution diluted with 50 mL of water... Reactants: NC1=C(C=C(C=O)C=C1OC)OC (4-amino-3,5-dimethoxybenzaldehyde), [H+].[B-](F)(F)(F)F (hydrogen tetrafluoroborate), N(=O)[O-].[Na+] (sodium nitrite). Run in O (water). The product is COC=1C=C(C=O)C=C(C1F)OC (3,5-dimethoxy-4-fluoro-benzaldehyde). As a reaction SMILES: N[C:2]1[C:9]([O:10][CH3:11])=[CH:8][C:5]([CH:6]=[O:7])=[CH:4][C:3]=1[O:12][CH3:13].[H+].[B-](F)(F)(F)[F:16].N([O-])=O.[Na+]>O>[CH3:13][O:12][C:3]1[CH:4]=[C:5]([CH:8]=[C:9]([O:10][CH3:11])[C:2]=1[F:16])[CH:6]=[O:7] |f:1.2,3.4|. Reported procedure: A solution of 1.4 g. of 4-amino-3,5-dimethoxybenzaldehyde in 20 ml. of 50% hydrogen tetrafluoroborate was diazotized at 0° C. with a solution of 0.59 g. of sodium nitrite in about 2 ml. of water. After irradiation with a low pressure mercury lamp (Hanau NK 6620) for 6 hours at room temperature, the solution was extracted with ether, the ether extracts dried over magnesium sulfate and concentrated. After recrystallization from heptane, the residue produced 3,5-dimethoxy-4-fluoro-benzaldehyde of m...